This data is from the Open Reaction Database (ORD), a public repository of structured organic reaction records. The task is: describe an organic reaction: reactants, conditions, products, and yield Starting materials: C(C)(=O)C=1N=C(NC1C#N)CCCC (4-acetyl-2-butylimidazole-5-carbonitrile), C(CC)[Mg]Br (propylmagnesium bromide). Product: C(CCC)C=1NC(=C(N1)C(CCC)=O)C#N (2-Butyl-4-butyrylimidazole-5-carbonitrile). Yield: 57.2%. As a reaction SMILES: [C:1]([C:4]1[N:5]=[C:6]([CH2:11][CH2:12][CH2:13][CH3:14])[NH:7][C:8]=1[C:9]#[N:10])(=[O:3])[CH3:2].[CH2:15]([Mg]Br)[CH2:16]C>>[CH2:11]([C:6]1[NH:7][C:8]([C:9]#[N:10])=[C:4]([C:1](=[O:3])[CH2:2][CH2:15][CH3:16])[N:5]=1)[CH2:12][CH2:13][CH3:14]. Reported procedure: Following a procedure similar to that described in Preparation 24(i), but using propylmagnesium bromide instead of methylmagnesium bromide, the title compound, melting at 91°-92° C., was obtained in a 57.2% yield.